This data is from the Open Reaction Database (ORD), a public repository of structured organic reaction records. The task is: describe an organic reaction: reactants, conditions, products, and yield Reactants: Cl.N(N)C1=CC=C(C=C1)CC(=O)N(C)C (2-(4-hydrazinophenyl)-N,N-dimethylacetamide hydrochloride), O=C1N(C(C2=CC=CC=C12)=O)CCCC=O (4-(1,3-dihydro-1,3-dioxo-2H-isoindol-2-yl)butanal), diethyl acetal, C(C)(=O)OCC (ethyl acetate). Run in C(C)(=O)O (acetic acid). The product is O=C1N(C(C2=CC=CC=C12)=O)CCC1=CNC2=CC=C(C=C12)CC(=O)N(C)C (3-[2-(1,3-Dihydro-1,3-dioxo-2H-isoindol-2-yl)ethyl]-N,N-dimethyl-1H-indole-5-acetamide). RXN SMILES: Cl.[NH:2]([C:4]1[CH:9]=[CH:8][C:7]([CH2:10][C:11]([N:13]([CH3:15])[CH3:14])=[O:12])=[CH:6][CH:5]=1)N.[O:16]=[C:17]1[C:25]2[C:20](=[CH:21][CH:22]=[CH:23][CH:24]=2)[C:19](=[O:26])[N:18]1[CH2:27][CH2:28][CH2:29][CH:30]=O.C(OCC)(=O)C>C(O)(=O)C>[O:16]=[C:17]1[C:25]2[C:20](=[CH:21][CH:22]=[CH:23][CH:24]=2)[C:19](=[O:26])[N:18]1[CH2:27][CH2:28][C:29]1[C:9]2[C:4](=[CH:5][CH:6]=[C:7]([CH2:10][C:11]([N:13]([CH3:15])[CH3:14])=[O:12])[CH:8]=2)[NH:2][CH:30]=1 |f:0.1|. Procedure: A mixture of 2-(4-hydrazinophenyl)-N,N-dimethylacetamide hydrochloride (0.875 g, contains 0.00315 mol) and 4-(1,3-dihydro-1,3-dioxo-2H-isoindol-2-yl)butanal, diethyl acetal (0.873 g) was heated under reflux in 25% aqueous acetic acid (100 ml) for 30 min. The mixture was poured into ethyl acetate (150 ml) and the aqueous phase was separated. This was washed with ethyl acetate (150 ml) and the organic extracts were combined. The yellow solution was washed successively with water (150 ml) 8% sodium... Starting materials: O=c1[nH]ccn1-c1ccc(OC(F)(F)F)cc1, CC(O)C1(c2ccc(F)cc2F)CO1. Yields the product CC(Oc1nccn1-c1ccc(OC(F)(F)F)cc1)C1(c2ccc(F)cc2F)CO1. As a reaction SMILES: [F:15][C:16]([O:17][c:18]1[cH:19][cH:20][c:21](-[n:24]2[c:25](=[O:29])[nH:26][cH:27][cH:28]2)[cH:22][cH:23]1)([F:30])[F:31].[F:1][c:2]1[c:3]([C:9]2([CH:12]([CH3:13])[OH:14])[O:10][CH2:11]2)[cH:4][cH:5][c:6]([F:8])[cH:7]1>>[F:1][c:2]1[c:3]([C:9]2([CH:12]([CH3:13])[O:14][c:25]3[n:24](-[c:21]4[cH:20][cH:19][c:18]([O:17][C:16]([F:15])([F:30])[F:31])[cH:23][cH:22]4)[cH:28][cH:27][n:26]3)[O:10][CH2:11]2)[cH:4][cH:5][c:6]([F:8])[cH:7]1. Starting materials: [Cl-].[Na+] (sodium chloride), ClCC1=CC2=CC=C(C=C2C=C1)OCC1=C(C=CC=C1)F (2-Chloromethyl-6-(2-fluorobenzyloxy)naphthalene), C1(=CC=CC=C1)C1=NNC=C1CCC(=O)OCC (ethyl 3-(3-phenyl-1H-pyrazol-4-yl]propionate), [H-].[Na+] (Sodium hydride). The solvent is CN(C=O)C (N,N-dimethylformamide). Run at time 2 hour. The product is FC1=C(COC=2C=C3C=CC(=CC3=CC2)CN2N=C(C(=C2)CCC(=O)OCC)C2=CC=CC=C2)C=CC=C1 (ethyl 3-[1-[6-(2-fluorobenzyloxy)-2-naphthylmethyl]-3-phenyl-1H-pyrazole-4-yl]propionate). The yield is 71.4%. Reaction SMILES: Cl[CH2:2][C:3]1[CH:12]=[CH:11][C:10]2[C:5](=[CH:6][CH:7]=[C:8]([O:13][CH2:14][C:15]3[CH:20]=[CH:19][CH:18]=[CH:17][C:16]=3[F:21])[CH:9]=2)[CH:4]=1.[C:22]1([C:28]2[C:32]([CH2:33][CH2:34][C:35]([O:37][CH2:38][CH3:39])=[O:36])=[CH:31][NH:30][N:29]=2)[CH:27]=[CH:26][CH:25]=[CH:24][CH:23]=1.[H-].[Na+].[Cl-].[Na+]>CN(C)C=O>[F:21][C:16]1[CH:17]=[CH:18][CH:19]=[CH:20][C:15]=1[CH2:14][O:13][C:8]1[CH:9]=[C:10]2[C:5](=[CH:6][CH:7]=1)[CH:4]=[C:3]([CH2:2][N:30]1[CH:31]=[C:32]([CH2:33][CH2:34][C:35]([O:37][CH2:38][CH3:39])=[O:36])[C:28]([C:22]3[CH:23]=[CH:24][CH:25]=[CH:26][CH:27]=3)=[N:29]1)[CH:12]=[CH:11]2 |f:2.3,4.5|. Reported procedure: 2-Chloromethyl-6-(2-fluorobenzyloxy)naphthalene (540 mg) and ethyl 3-(3-phenyl-1H-pyrazol-4-yl]propionate (390 mg) were dissolved in N,N-dimethylformamide (10 ml). Sodium hydride (60%, oily, 70 mg) was added to the solution at 0° C., which was stirred at room temperature for two hours. The reaction mixture was poured into saturated aqueous sodium chloride solution, which was extracted with ethyl acetate. The ethyl acetate layer was washed with water, then with saturated aqueous sodium chloride s... The reactants are CC(C)O, CN1C(=O)C(F)(F)CN(C2CCCCC2)c2nc(Cl)ncc21, COc1cc(C(=O)NC2CCN(CCO)CC2)ccc1N, O, Cc1ccccc1S(=O)(=O)O. Yields the product COc1cc(C(=O)NC2CCN(CCO)CC2)ccc1Nc1ncc2c(n1)N(C1CCCCC1)CC(F)(F)C(=O)N2C. Reaction SMILES: [CH:56]([OH:57])([CH3:58])[CH3:59].[Cl:1][c:2]1[n:3][cH:4][c:5]2[c:6]([n:22]1)[N:7]([CH:16]1[CH2:17][CH2:18][CH2:19][CH2:20][CH2:21]1)[CH2:8][C:9]([F:14])([F:15])[C:10](=[O:13])[N:11]2[CH3:12].[NH2:35][c:36]1[c:37]([O:54][CH3:55])[cH:38][c:39]([C:40](=[O:41])[NH:42][CH:43]2[CH2:44][CH2:45][N:46]([CH2:49][CH2:50][OH:51])[CH2:47][CH2:48]2)[cH:52][cH:53]1.[OH2:23].[c:24]1([CH3:25])[c:26]([S:27]([OH:28])(=[O:29])=[O:30])[cH:31][cH:32][cH:33][cH:34]1>>[c:2]1([NH:35][c:36]2[c:37]([O:54][CH3:55])[cH:38][c:39]([C:40](=[O:41])[NH:42][CH:43]3[CH2:44][CH2:45][N:46]([CH2:49][CH2:50][OH:51])[CH2:47][CH2:48]3)[cH:52][cH:53]2)[n:3][cH:4][c:5]2[c:6]([n:22]1)[N:7]([CH:16]1[CH2:17][CH2:18][CH2:19][CH2:20][CH2:21]1)[CH2:8][C:9]([F:14])([F:15])[C:10](=[O:13])[N:11]2[CH3:12]. Starting materials: O=C([O-])[O-], CCCCC1C[N+](C)(Cc2ccccc2)CCC1=O, COc1cc(N)cc(OC)c1OC, CCO, [I-], [K+], [K+], O. The product is CCCCC1CN(c2cc(OC)c(OC)c(OC)c2)CCC1=O. Reaction SMILES: [C:34](=[O:35])([O-:36])[O-:37].[CH2:2]([N+:3]1([CH3:4])[CH2:10][CH:11]([CH2:16][CH2:17][CH2:18][CH3:19])[C:12](=[O:15])[CH2:13][CH2:14]1)[c:5]1[cH:6][cH:7][cH:8][cH:9][cH:20]1.[CH3:21][O:22][c:23]1[cH:24][c:25]([NH2:26])[cH:27][c:28]([O:32][CH3:33])[c:29]1[O:30][CH3:31].[CH3:41][CH2:42][OH:43].[I-:1].[K+:38].[K+:39].[OH2:40]>>[CH2:10]1[CH:11]([CH2:16][CH2:17][CH2:18][CH3:19])[C:12](=[O:15])[CH2:13][CH2:14][N:26]1[c:25]1[cH:24][c:23]([O:22][CH3:21])[c:29]([O:30][CH3:31])[c:28]([O:32][CH3:33])[cH:27]1. Starting materials: FC1=C(C2=C(C(=NO2)C(=O)NC(C)C)C=C1C=O)F (6,7-difluoro-5-formyl-N-isopropylbenzo[d]isoxazole-3-carboxamide), FC1=C(C2=C(C(=NO2)C(=O)NC(C)C)C=C1C=O)F (6,7-difluoro-5-formyl-N-isopropylbenzo[d]isoxazole-3-carboxamide), C[C@@H]1CNC[C@H](O1)C ((2R,6R)-2,6-dimethylmorpholine). The product is C[C@H]1O[C@@H](CN(C1)C1=C(C2=C(C(=NO2)C(=O)NC(C)C)C=C1C=O)F)C (6-((2R,6R)-2,6-dimethylmorpholino)-7-fluoro-5-formyl-N-isopropylbenzo[d]isoxazole-3-carboxamide). RXN SMILES: F[C:2]1[C:16]([CH:17]=[O:18])=[CH:15][C:5]2[C:6]([C:9]([NH:11][CH:12]([CH3:14])[CH3:13])=[O:10])=[N:7][O:8][C:4]=2[C:3]=1[F:19].[CH3:20][C@H:21]1[O:26][C@H:25]([CH3:27])[CH2:24][NH:23][CH2:22]1>>[CH3:27][C@@H:25]1[CH2:24][N:23]([C:2]2[C:16]([CH:17]=[O:18])=[CH:15][C:5]3[C:6]([C:9]([NH:11][CH:12]([CH3:14])[CH3:13])=[O:10])=[N:7][O:8][C:4]=3[C:3]=2[F:19])[CH2:22][C@@H:21]([CH3:20])[O:26]1. Procedure details: The title compound was prepared from 6,7-difluoro-5-formyl-N-isopropylbenzo[d]isoxazole-3-carboxamide (Intermediate 242) and (2R,6R)-2,6-dimethylmorpholine. The reactants are BrCCl (BrCH2Cl), [I-].[Na+] (sodium iodide), [K].SC=1OC(=NN1)C (2-mercapto-5-methyl-1,3,4-oxadiazole potassium salt), C (charcoal). Solvent: CCOCC (Et2O), CC#N (CH3CN), CCOCC (Et2O). Product: ICSC=1OC(=NN1)C (2-[(Iodomethyl)thio]-5-methyl-1,3,4-oxadiazole). Yield: 87.3%. Reaction SMILES: [K].[SH:2][C:3]1[O:4][C:5]([CH3:8])=[N:6][N:7]=1.BrCCl.[CH4:12].[I-:13].[Na+]>CC#N.CCOCC>[I:13][CH2:12][S:2][C:3]1[O:4][C:5]([CH3:8])=[N:6][N:7]=1 |f:0.1,4.5,^1:0|. Procedure details: A suspension of 2-mercapto-5-methyl-1,3,4-oxadiazole potassium salt (33.0 g, 214 mmol) in CH3CN (330 mL) was stirred at R.T. for 24 h in the presence of BrCH2Cl (130 g, 1 mol). Then the solvent was evaporated and the residue partitioned between H2O and EtOAc. The organic phase was separated, dried (MgSO4) and evaporated. The residue thus obtained was redissolved in Et2O; the etheral solution was treated with charcoal and filtered through a pad of Celite. Evaporation of the filtrate left 29.4 g o... Reactants: C(C1=CC=CC=C1)SC(=S)N[C@@H](C)C(=O)N1[C@H](C(=O)N2[C@H](C(=O)O)CCC2)CCC1 (N-(benzylthio)thiocarbonyl-L-alanyl-L-prolyl-L-proline), N[C@@H](CCCNC(N)=N)C(=O)O (L-arginine). Solvent: O (water). Yields the product N[C@@H](CCCNC(N)=N)C(=O)O.C(C1=CC=CC=C1)SC(=S)N[C@@H](C)C(=O)N1[C@H](C(=O)N2[C@H](C(=O)O)CCC2)CCC1 (N-(benzylthio)thiocarbonyl-L-alanyl-L-prolyl-L-proline L-arginine salt). Yield: 97.7%. Reaction SMILES: [CH2:1]([S:8][C:9]([NH:11][C@H:12]([C:14]([N:16]1[CH2:30][CH2:29][CH2:28][C@H:17]1[C:18]([N:20]1[CH2:27][CH2:26][CH2:25][C@H:21]1[C:22]([OH:24])=[O:23])=[O:19])=[O:15])[CH3:13])=[S:10])[C:2]1[CH:7]=[CH:6][CH:5]=[CH:4][CH:3]=1.[NH2:31][C@H:32]([C:40]([OH:42])=[O:41])[CH2:33][CH2:34][CH2:35][NH:36][C:37](=[NH:39])[NH2:38]>O>[NH2:31][C@H:32]([C:40]([OH:42])=[O:41])[CH2:33][CH2:34][CH2:35][NH:36][C:37](=[NH:38])[NH2:39].[CH2:1]([S:8][C:9]([NH:11][C@H:12]([C:14]([N:16]1[CH2:30][CH2:29][CH2:28][C@H:17]1[C:18]([N:20]1[CH2:27][CH2:26][CH2:25][C@H:21]1[C:22]([OH:24])=[O:23])=[O:19])=[O:15])[CH3:13])=[S:10])[C:2]1[CH:7]=[CH:6][CH:5]=[CH:4][CH:3]=1 |f:3.4|. Reported procedure: N-(benzylthio)thiocarbonyl-L-alanyl-L-prolyl-L-proline (0.90 g, 2 m mole) was dissolved in L-arginine (0.35 g, 2 m mole) water (30 ml) solution, and the thus obtained solution was freeze-dried to give N-(benzylthio)thiocarbonyl-L-alanyl-L-prolyl-L-proline L-arginine salt (1.22 g).